Dataset: the Open Reaction Database (ORD), a public repository of structured organic reaction records. Task: describe an organic reaction: reactants, conditions, products, and yield The reactants are O=C(O)C1NCCc2c1[nH]c1ccccc21, O=C(Cl)OCc1ccccc1, [Na+], C1COCCO1, [OH-], O. Product: O=C(O)C1c2[nH]c3ccccc3c2CCN1C(=O)OCc1ccccc1. Reaction SMILES: [CH:1]1([C:14](=[O:15])[OH:16])[NH:2][CH2:3][CH2:4][c:5]2[c:6]1[nH:7][c:8]1[cH:9][cH:10][cH:11][cH:12][c:13]21.[Cl:17][C:18](=[O:19])[O:20][CH2:21][c:22]1[cH:23][cH:24][cH:25][cH:26][cH:27]1.[Na+:29].[O:31]1[CH2:32][CH2:33][O:34][CH2:35][CH2:36]1.[OH-:28].[OH2:30]>>[CH:1]1([C:14](=[O:15])[OH:16])[N:2]([C:18](=[O:19])[O:20][CH2:21][c:22]2[cH:23][cH:24][cH:25][cH:26][cH:27]2)[CH2:3][CH2:4][c:5]2[c:6]1[nH:7][c:8]1[cH:9][cH:10][cH:11][cH:12][c:13]21. Starting materials: COc1ccc(CCN)cc1, COCCOC, CS(=O)(=O)c1nc(N)nc(-c2ccco2)c1C#N. Yields the product COc1ccc(CCNc2nc(N)nc(-c3ccco3)c2C#N)cc1. RXN SMILES: [CH3:19][O:20][c:21]1[cH:22][cH:23][c:24]([CH2:27][CH2:28][NH2:29])[cH:25][cH:26]1.[CH3:30][O:31][CH2:32][CH2:33][O:34][CH3:35].[NH2:1][c:2]1[n:3][c:4]([S:15]([CH3:16])(=[O:17])=[O:18])[c:5]([C:13]#[N:14])[c:6](-[c:8]2[o:9][cH:10][cH:11][cH:12]2)[n:7]1>>[NH2:1][c:2]1[n:3][c:4]([NH:29][CH2:28][CH2:27][c:24]2[cH:23][cH:22][c:21]([O:20][CH3:19])[cH:26][cH:25]2)[c:5]([C:13]#[N:14])[c:6](-[c:8]2[o:9][cH:10][cH:11][cH:12]2)[n:7]1. Reactants: C[Si](C)(C)C#CC1=CC=C(C=N1)CNC(=O)C=1C=2C=NN(C2C=CC1)C1=CC=C(C=C1)F (1-(4-Fluoro-phenyl)-1H-indazole-4-carboxylic acid (6-trimethylsilanylethynyl-pyridin-3-ylmethyl)-amide), solution, CCCC[N+](CCCC)(CCCC)CCCC.[F-] (TBAF). Solvent: C(C)OCC (diethyl ether), C1CCOC1 (THF), C1CCOC1 (THF). Run at time 2 hour. The product is C(#C)C1=CC=C(C=N1)CNC(=O)C=1C=2C=NN(C2C=CC1)C1=CC=C(C=C1)F (1-(4-Fluoro-phenyl)-1H-indazole-4-carboxylic acid (6-ethynyl-pyridin-3-ylmethyl)-amide). As a reaction SMILES: C[Si]([C:5]#[C:6][C:7]1[N:12]=[CH:11][C:10]([CH2:13][NH:14][C:15]([C:17]2[C:18]3[CH:19]=[N:20][N:21]([C:26]4[CH:31]=[CH:30][C:29]([F:32])=[CH:28][CH:27]=4)[C:22]=3[CH:23]=[CH:24][CH:25]=2)=[O:16])=[CH:9][CH:8]=1)(C)C.CCCC[N+](CCCC)(CCCC)CCCC.[F-]>C1COCC1.C(OCC)C>[C:6]([C:7]1[N:12]=[CH:11][C:10]([CH2:13][NH:14][C:15]([C:17]2[C:18]3[CH:19]=[N:20][N:21]([C:26]4[CH:27]=[CH:28][C:29]([F:32])=[CH:30][CH:31]=4)[C:22]=3[CH:23]=[CH:24][CH:25]=2)=[O:16])=[CH:9][CH:8]=1)#[CH:5] |f:1.2|. Reported procedure: 1-(4-Fluoro-phenyl)-1H-indazole-4-carboxylic acid (6-trimethylsilanylethynyl-pyridin-3-ylmethyl)-amide (70.0 mg, 0.158 mmol) was dissolved in THF (1.0 mL) and treated with a 1 M solution of TBAF in THF (0.16 mL, 0.16 mmol) at room temperature. The solution was stirred for 2 hours and then diluted with diethyl ether (10 mL) and quenched with water (10 mL). The aqueous layers were extracted with diethyl ether (3×5 mL). The combined organic layers were washed with brine (10 mL), dried over MgSO4 an... Starting materials: ClC1=NC(=NC(=C1)C(F)(F)F)C=1C=NC=CC1 (4-chloro-2-(3-pyridinyl)-6-trifluoromethyl-pyrimidine), COC1=C(N)C=C(C(=C1)[N+](=O)[O-])C (2-methoxy-5-methyl-4-nitroaniline). Product: COC1=C(NC2=NC(=NC(=C2)C(F)(F)F)C=2C=NC=CC2)C=C(C(=C1)[N+](=O)[O-])C (4-(2-Methoxy-5-methyl-4-nitroanilino)-2-(3-pyridinyl)-6-trifluoromethyl-pyrimidine), solid. The yield is 29.4%. Reaction SMILES: Cl[C:2]1[CH:7]=[C:6]([C:8]([F:11])([F:10])[F:9])[N:5]=[C:4]([C:12]2[CH:13]=[N:14][CH:15]=[CH:16][CH:17]=2)[N:3]=1.[CH3:18][O:19][C:20]1[CH:26]=[C:25]([N+:27]([O-:29])=[O:28])[C:24]([CH3:30])=[CH:23][C:21]=1[NH2:22]>>[CH3:18][O:19][C:20]1[CH:26]=[C:25]([N+:27]([O-:29])=[O:28])[C:24]([CH3:30])=[CH:23][C:21]=1[NH:22][C:2]1[CH:7]=[C:6]([C:8]([F:11])([F:10])[F:9])[N:5]=[C:4]([C:12]2[CH:13]=[N:14][CH:15]=[CH:16][CH:17]=2)[N:3]=1. Reported procedure: The title compound was prepared from 4-chloro-2-(3-pyridinyl)-6-trifluoromethyl-pyrimidine (51 mg, 0.194 mmol) and 2-methoxy-5-methyl-4-nitroaniline (43 mg, 0.236 mmol) similar to Example 160 and was isolated as off-white crystalline solid (mp 128–133° C., 23 mg, 0.057 mmol, 29%). 1H NMR (CDCl3/MeOH-d4): 9.42 (s, 1H), 8.75 (m, 1H), 8.62 (m, 1H), 7.77 (s, 1H), 7.68 (s, 1H), 7.42 (dd, J=4.8, 8.1 Hz, 1H), 6.82 (s, 1H), 4.01 (s, 3H), 2.01 (s, 3H). The reactants are CCOC(=O)CBr, [H-], O=[N+]([O-])c1cccc(CN2CCNCC2)c1, [Na+], CN(C)C=O. Product: CCOC(=O)CN1CCN(Cc2cccc([N+](=O)[O-])c2)CC1. RXN SMILES: [Br:19][CH2:20][C:21](=[O:22])[O:23][CH2:24][CH3:25].[H-:17].[N+:1](=[O:2])([O-:3])[c:4]1[cH:5][c:6]([CH2:7][N:8]2[CH2:9][CH2:10][NH:11][CH2:12][CH2:13]2)[cH:14][cH:15][cH:16]1.[Na+:18].[O:26]=[CH:27][N:28]([CH3:29])[CH3:30]>>[N+:1](=[O:2])([O-:3])[c:4]1[cH:5][c:6]([CH2:7][N:8]2[CH2:9][CH2:10][N:11]([CH2:20][C:21](=[O:22])[O:23][CH2:24][CH3:25])[CH2:12][CH2:13]2)[cH:14][cH:15][cH:16]1. The reactants are CN1C(=CC2=C(C=CC(=C12)OCCN1C=CC=C1)C(F)(F)F)C(=O)OCC (ethyl 1-methyl-7-[2-(1H-pyrrol-1-yl)ethoxy]-4-trifluoromethyl-2-indolecarboxylate), Cl (hydrochloric acid). The solvent is C(C)O (ethanol), O1CCCC1 (tetrahydrofuran), [OH-].[Na+] (sodium hydroxide). The product is CN1C(=CC2=C(C=CC(=C12)OCCN1C=CC=C1)C(F)(F)F)C(=O)O (1-methyl-7-[2-(1H-pyrrol-1-yl)ethoxy]-4-trifluoromethyl-2-indolecarboxylic acid). The yield is 60.7%. Reaction SMILES: [CH3:1][N:2]1[C:10]2[C:5](=[C:6]([C:19]([F:22])([F:21])[F:20])[CH:7]=[CH:8][C:9]=2[O:11][CH2:12][CH2:13][N:14]2[CH:18]=[CH:17][CH:16]=[CH:15]2)[CH:4]=[C:3]1[C:23]([O:25]CC)=[O:24].Cl>C(O)C.O1CCCC1.[OH-].[Na+]>[CH3:1][N:2]1[C:10]2[C:5](=[C:6]([C:19]([F:22])([F:20])[F:21])[CH:7]=[CH:8][C:9]=2[O:11][CH2:12][CH2:13][N:14]2[CH:18]=[CH:17][CH:16]=[CH:15]2)[CH:4]=[C:3]1[C:23]([OH:25])=[O:24] |f:4.5|. Procedure details: After 1.94 g (5.10 mmol) of ethyl 1-methyl-7-[2-(1H-pyrrol-1-yl)ethoxy]-4-trifluoromethyl-2-indolecarboxylate was dissolved in a mixture of 100 ml of ethanol and 50 ml of tetrahydrofuran, 10 ml of 3.75 N sodium hydroxide was added thereto. The mixture was stirred at room temperature for an hour. After completion of the reaction, the mixture was rendered acidic with 2 N hydrochloric acid and concentrated under reduced pressure. To the concentrate was added 100 ml of water. The mixture was then ex... Reactants: [Ag+2], Brc1cnc(-c2ccccc2)nc1, O=C([O-])[O-], O, c1ccc(P(c2ccccc2)c2ccccc2)cc1, c1ccc(-c2ncco2)cc1. RXN SMILES: [Ag+2:48].[Br:20][c:21]1[cH:22][n:23][c:24](-[c:27]2[cH:28][cH:29][cH:30][cH:31][cH:32]2)[n:25][cH:26]1.[C:44](=[O:45])([O-:46])[O-:47].[OH2:49].[c:1]1([P:2]([c:3]2[cH:4][cH:5][cH:6][cH:7][cH:8]2)[c:9]2[cH:10][cH:11][cH:12][cH:13][cH:14]2)[cH:15][cH:16][cH:17][cH:18][cH:19]1.[c:33]1(-[c:39]2[o:40][cH:41][cH:42][n:43]2)[cH:34][cH:35][cH:36][cH:37][cH:38]1>>[c:21]1(-[c:41]2[o:40][c:39](-[c:33]3[cH:34][cH:35][cH:36][cH:37][cH:38]3)[n:43][cH:42]2)[cH:22][n:23][c:24](-[c:27]2[cH:28][cH:29][cH:30][cH:31][cH:32]2)[n:25][cH:26]1. Product: c1ccc(-c2ncc(-c3cnc(-c4ccccc4)o3)cn2)cc1. Starting materials: BrC(Br)(Br)Br, CC(C)(C)OC(=O)N1CCC(C=O)CC1, ClCCl, c1ccc(P(c2ccccc2)c2ccccc2)cc1. The product is CC(C)(C)OC(=O)N1CCC(C=C(Br)Br)CC1. Reaction SMILES: [C:1]([Br:2])([Br:3])([Br:4])[Br:5].[C:25]([CH3:26])([CH3:27])([CH3:28])[O:29][C:30](=[O:31])[N:32]1[CH2:33][CH2:34][CH:35]([CH:38]=[O:39])[CH2:36][CH2:37]1.[Cl:40][CH2:41][Cl:42].[c:6]1([P:7]([c:8]2[cH:9][cH:10][cH:11][cH:12][cH:13]2)[c:14]2[cH:15][cH:16][cH:17][cH:18][cH:19]2)[cH:20][cH:21][cH:22][cH:23][cH:24]1>>[C:1]([Br:2])([Br:5])=[CH:38][CH:35]1[CH2:34][CH2:33][N:32]([C:30]([O:29][C:25]([CH3:26])([CH3:27])[CH3:28])=[O:31])[CH2:37][CH2:36]1. Reactants: O[C@@]12[C@]3(CCC(C=C3CC[C@H]1[C@@H]1CCC([C@@]1(C)CC2)=O)=O)C (9α-hydroxyandrostenedione). Run in ClS(=O)(=O)O (chlorosulfonic acid). The product is C[C@@]12C(CC[C@H]1[C@@H]1CCC3=CC(CC[C@]3(C)C1=CC2)=O)=O (androsta-4,9(11)-diene-3,17-dione). Reaction SMILES: O[C@:2]12[CH2:19][CH2:18][C@@:16]3([CH3:17])[C@@H:12]([CH2:13][CH2:14][C:15]3=[O:20])[C@@H:11]1[CH2:10][CH2:9][C:8]1[C@:3]2([CH3:22])[CH2:4][CH2:5][C:6](=[O:21])[CH:7]=1>ClS(O)(=O)=O>[CH3:17][C@:16]12[CH2:18][CH:19]=[C:2]3[C@@H:11]([CH2:10][CH2:9][C:8]4[C@:3]3([CH3:22])[CH2:4][CH2:5][C:6](=[O:21])[CH:7]=4)[C@@H:12]1[CH2:13][CH2:14][C:15]2=[O:20]. Procedure: Following the general procedure of Example 6 but making non-critical variations, 9α-hydroxyandrostenedione (20.00 g.) is reacted with chlorosulfonic acid (10 ml.) at a reaction temperature of 1°-11°. Upon workup the reaction gives androsta-4,9(11)-diene-3,17-dione, 17.94 g., (89.7% weight yield, 95.2% chemical yield); m.p. 202°-204.5°; [α]D +217° (chloroform); UV (methanol(λmax =240 nm (ε=16,300).